Dataset: the Open Reaction Database (ORD), a public repository of structured organic reaction records. Task: describe an organic reaction: reactants, conditions, products, and yield Starting materials: COC1=C(C=O)C=C(C=C1)OC1=C(C=CC=C1)Cl (2-methoxy-5-(2-chlorophenoxy)benzaldehyde), [BH4-].[Na+] (sodium borohydride). Run in CO (methanol). Product: COC1=C(CO)C=C(C=C1)OC1=C(C=CC=C1)Cl (2-methoxy-5-(2-chlorophenoxy)benzyl alcohol). Isolated yield 99.2%. As a reaction SMILES: [CH3:1][O:2][C:3]1[CH:10]=[CH:9][C:8]([O:11][C:12]2[CH:17]=[CH:16][CH:15]=[CH:14][C:13]=2[Cl:18])=[CH:7][C:4]=1[CH:5]=[O:6].[BH4-].[Na+]>CO>[CH3:1][O:2][C:3]1[CH:10]=[CH:9][C:8]([O:11][C:12]2[CH:17]=[CH:16][CH:15]=[CH:14][C:13]=2[Cl:18])=[CH:7][C:4]=1[CH2:5][OH:6] |f:1.2|. Procedure: A solution of 2-methoxy-5-(2-chlorophenoxy)benzaldehyde (8 g) in methanol (50 ml) and sodium borohydride (685 mg) were treated in a similar manner to that of Example 3-(5) to give oily 2-methoxy-5-(2-chlorophenoxy)benzyl alcohol (8 g). Starting materials: N1C=NC2=C1C=CC(=C2)N (1H-benzo[d]imidazol-5-amine), C(OC(C[N+]#[C-])(C)C)(OC)=O (1-isocyano-2-methylpropan-2-yl methyl carbonate), CC(C)([O-])C.[Na+] (sodium tert.-butoxide), O=C1CCC(CC1)C1=CC=C(C=O)C=C1 (4-(4-oxocyclohexyl)benzaldehyde), C(CC(=O)[O-])(=O)OC(C)(C)C (mono-tert-butyl malonate). Product: N1C=NC2=C1C=CC(=C2)N2C(CC(C2C2=CC=C(C=C2)C2CCC(CC2)=O)=O)=O (1-(1H-Benzo[d]imidazol-5-yl)-5-(4-(4-oxocyclohexyl)phenyl)-pyrrolidine-2,4-dione). Reaction SMILES: [NH:1]1[C:5]2[CH:6]=[CH:7][C:8]([NH2:10])=[CH:9][C:4]=2[N:3]=[CH:2]1.[O:11]=[C:12]1[CH2:17][CH2:16][CH:15]([C:18]2[CH:25]=[CH:24][C:21]([CH:22]=O)=[CH:20][CH:19]=2)[CH2:14][CH2:13]1.[C:26](OC(C)(C)C)(=[O:31])[CH2:27][C:28]([O-])=[O:29].C(=O)(OC)OC(C)(C)C[N+]#[C-].CC(C)([O-])C.[Na+]>>[NH:1]1[C:5]2[CH:6]=[CH:7][C:8]([N:10]3[CH:22]([C:21]4[CH:24]=[CH:25][C:18]([CH:15]5[CH2:16][CH2:17][C:12](=[O:11])[CH2:13][CH2:14]5)=[CH:19][CH:20]=4)[C:28](=[O:29])[CH2:27][C:26]3=[O:31])=[CH:9][C:4]=2[N:3]=[CH:2]1 |f:4.5|. Reported procedure: The compound was synthesized starting from 1H-benzo[d]imidazol-5-amine (0.803 g, 6.04 mmol), 4-(4-oxocyclohexyl)benzaldehyde (1.5 g, 6.04 mmol), mono-tert-butyl malonate (0.97 g, 6.04 mmol), 1-isocyano-2-methylpropan-2-yl methyl carbonate (0.95 g, 6.04 mmol) and sodium tert.-butoxide (0.60 mg, 5.35 mmol) according to method 5. Reactants: NC1=C(C=C(C=2OC3C(C21)CCCC3)C(=O)O)Cl (1-amino-2-chloro-5a,6,7,8,9,9a-hexahydrodibenzofuran -4-carboxylic acid), NC1=C(C=C(C=2OC3=C(C21)CCCC3)C(=O)O)Cl (1-amino2-chloro-6,7,8,9-tetrahydrodibenzofuran-4-carboxylic acid), NC1=C(C=C(C=2OC3=C(C21)C=CC=C3)C(=O)O)Cl (1-amino-2-chlorodibenzofuran-4-carboxylic acid). Product: NC1=C(C=CC=2OC3=C(C21)C=CC=C3)Cl (1-AMINO-2-CHLORODIBENZOFURAN). RXN SMILES: [NH2:1][C:2]1[C:10]2[CH:9]3[CH2:11][CH2:12][CH2:13][CH2:14][CH:8]3[O:7][C:6]=2[C:5](C(O)=O)=[CH:4][C:3]=1[Cl:18].NC1C2C3CCCCC=3OC=2C(C(O)=O)=CC=1Cl.NC1C2C3C=CC=CC=3OC=2C(C(O)=O)=CC=1Cl>>[NH2:1][C:2]1[C:10]2[C:9]3[CH:11]=[CH:12][CH:13]=[CH:14][C:8]=3[O:7][C:6]=2[CH:5]=[CH:4][C:3]=1[Cl:18]. Procedure: When the procedure of Example 16 is followed however, 1-amino-2-chloro-5a,6,7,8,9,9a-hexahydrodibenzofuran -4-carboxylic acid is replaced by 1-amino2-chloro-6,7,8,9-tetrahydrodibenzofuran-4-carboxylic acid or 1-amino-2-chlorodibenzofuran-4-carboxylic acid then the captioned products are prepared. Starting materials: O=C=Nc1ccc(Cl)cc1, CCOC(=N)N1Cc2ccccc2-c2ccccc2C1. Yields the product CCOC(=NC(=O)Nc1ccc(Cl)cc1)N1Cc2ccccc2-c2ccccc2C1. RXN SMILES: [Cl:21][c:22]1[cH:23][cH:24][c:25]([N:28]=[C:29]=[O:30])[cH:26][cH:27]1.[cH:1]1[cH:2][cH:3][cH:4][c:5]2[c:11]1-[c:10]1[c:9]([cH:15][cH:14][cH:13][cH:12]1)[CH2:8][N:7]([C:16]([O:17][CH2:18][CH3:19])=[NH:20])[CH2:6]2>>[cH:1]1[cH:2][cH:3][cH:4][c:5]2[c:11]1-[c:10]1[c:9]([cH:15][cH:14][cH:13][cH:12]1)[CH2:8][N:7]([C:16]([O:17][CH2:18][CH3:19])=[N:20][C:29]([NH:28][c:25]1[cH:24][cH:23][c:22]([Cl:21])[cH:27][cH:26]1)=[O:30])[CH2:6]2. Reactants: C[O-], CCCCCC, COC=O, C=CC1=CCCC2=CC(=O)CCC12C, Cl, [Na+], C1CCOC1. The product is C=CC1=CCCC2=CC(=O)C(=CO)CC12C. As a reaction SMILES: [CH3:15][O-:16].[CH3:28][CH2:29][CH2:30][CH2:31][CH2:32][CH3:33].[CH:18](=[O:19])[O:20][CH3:21].[CH:1](=[CH2:2])[C:3]1=[CH:12][CH2:11][CH2:10][C:9]2=[CH:8][C:7](=[O:13])[CH2:6][CH2:5][C:4]12[CH3:14].[ClH:22].[Na+:17].[O:23]1[CH2:24][CH2:25][CH2:26][CH2:27]1>>[CH:1](=[CH2:2])[C:3]1=[CH:12][CH2:11][CH2:10][C:9]2=[CH:8][C:7](=[O:13])[C:6](=[CH:18][OH:19])[CH2:5][C:4]12[CH3:14]. The reactants are O1CCCC1 (tetrahydrofuran), C(=O)=O (carbon dioxide), solution, C(CCC)[Li] (butyl lithium), NC1=NC(=NO1)CC1=CC=CC=C1 (5-amino-3-(phenylmethyl)-1,2,4-oxadiazole). Solvent: CCCCCC (n-hexane). Reaction conditions: time 2 hour. The product is NC1=NC(=NO1)C(C(=O)O)C1=CC=CC=C1 (5-amino-α-phenyl-1,2,4-oxadiazole-3-acetic acid). RXN SMILES: C([Li])CCC.[NH2:6][C:7]1[O:11][N:10]=[C:9]([CH2:12][C:13]2[CH:18]=[CH:17][CH:16]=[CH:15][CH:14]=2)[N:8]=1.O1CCCC1.[C:24](=[O:26])=[O:25]>CCCCCC>[NH2:6][C:7]1[O:11][N:10]=[C:9]([CH:12]([C:13]2[CH:14]=[CH:15][CH:16]=[CH:17][CH:18]=2)[C:24]([OH:26])=[O:25])[N:8]=1. Procedure details: 260 g. (0.507 mole + 20%) of a 15% solution of butyl lithium in n-hexane is cooled to -60° under nitrogen. At this temperature a solution of 27.6 g. of 5-amino-3-(phenylmethyl)-1,2,4-oxadiazole in 300 ml. of absolute tetrahydrofuran is added dropwise with stirring over a period of about 21/2 hours. The reaction mixture is stirred for an additional 30 minutes. Then over a period of 2 hours a proportionate stream of carbon dioxide is passed through the mixture. The cold bath is removed and the rea... Run in CN(C)C=O (DMF), CN(C)C=O (DMF). Reaction SMILES: F[C:2]1[CH:19]=[CH:18][C:5]([C:6]([C:8]2[C:9]([C:14]([O:16][CH3:17])=[O:15])=[N:10][CH:11]=[CH:12][CH:13]=2)=[O:7])=[CH:4][CH:3]=1.[H-].[Na+].[NH:22]1[CH:26]=[CH:25][N:24]=[CH:23]1>CN(C=O)C>[N:22]1([C:2]2[CH:19]=[CH:18][C:5]([C:6]([C:8]3[C:9]([C:14]([O:16][CH3:17])=[O:15])=[N:10][CH:11]=[CH:12][CH:13]=3)=[O:7])=[CH:4][CH:3]=2)[CH:26]=[CH:25][N:24]=[CH:23]1 |f:1.2|. Product: N1(C=NC=C1)C1=CC=C(C(=O)C=2C(=NC=CC2)C(=O)OC)C=C1 (3-[4-(1H-IMIDAZOL-1-YL)BENZOYL]-2-CARBOMETHOXYPYRIDINE). Reaction conditions: temperature 120 celsius. Starting materials: FC1=CC=C(C(=O)C=2C(=NC=CC2)C(=O)OC)C=C1 (3-(4-fluorobenzoyl)-2-carbomethoxypyridine), [H-].[Na+] (NaH), N1C=NC=C1 (imidazole). Procedure details: A solution of 3-(4-fluorobenzoyl)-2-carbomethoxypyridine (2.37 g, 9.14 mmol) in 30 mL of DMF is added dropwise to a solution of NaH (0.43 g, 10.75 mmol) and imidazole (0.62 g, 9.14 mmol) in 26 mL of DMF. The mixture is heated at 120° C. for 1 day, then allowed to cool, quenched with ice H2O, and extracted with EtOAc (3×50 mL). The combined organic layers are dried (Na2SO4), evaporated, and the residue chromatographed on silica gel (eluting with EtOAc-CH3OH, 9:1) to generate 3-[4-(1H-imidazol-1-y...